From a dataset of the Open Reaction Database (ORD), a public repository of structured organic reaction records. describe an organic reaction: reactants, conditions, products, and yield Reactants: CC(=O)O, O=C1CC2CCC1CC2. The product is O=C1C(=O)C2CCC1CC2. As a reaction SMILES: [CH3:10][C:11]([OH:12])=[O:13].[CH:1]12[C:2](=[O:9])[CH2:3][CH:4]([CH2:5][CH2:6]1)[CH2:7][CH2:8]2>>[CH:1]12[C:2](=[O:9])[C:3](=[O:12])[CH:4]([CH2:5][CH2:6]1)[CH2:7][CH2:8]2. Reported procedure: A solution of sodium methoxide (479 mg, 8.86 mmol) in dry methanol (18 mL) was added to methyl 5-[methyl(ethylsulfonyl)amino]-8-{[(4-methylphenyl)sulfonyl]oxy}-1,6-naphthyridine-7-carboxylate (1.7 g, 3.54 mmol) dissolved in a minimum amount of DMF and the resulting solution was heated to 50° C. for 5 minutes. The reaction was cooled, glacial acetic acid (0.433 mL, 7 mmol) was added followed by water (0.936 mL) over 15 minutes at 25 degrees C. The resulting solid was collected by filtration and w... Conditions: temperature 50 celsius. RXN SMILES: C[O-].[Na+].[CH3:4][N:5]([S:31]([CH2:34][CH3:35])(=[O:33])=[O:32])[C:6]1[N:15]=[C:14]([C:16]([O:18][CH3:19])=[O:17])[C:13]([O:20]S(C2C=CC(C)=CC=2)(=O)=O)=[C:12]2[C:7]=1[CH:8]=[CH:9][CH:10]=[N:11]2.C(O)(=O)C.O>CO.CN(C=O)C>[OH:20][C:13]1[C:14]([C:16]([O:18][CH3:19])=[O:17])=[N:15][C:6]([N:5]([CH3:4])[S:31]([CH2:34][CH3:35])(=[O:33])=[O:32])=[C:7]2[C:12]=1[N:11]=[CH:10][CH:9]=[CH:8]2 |f:0.1|. The solvent is CO (methanol), CN(C)C=O (DMF). Yields the product OC=1C(=NC(=C2C=CC=NC12)N(S(=O)(=O)CC)C)C(=O)OC (Methyl 8-hydroxy-5-[methyl(ethylsulfonyl)amino]-1,6-naphthyridine-7-carboxylate). Starting materials: C[O-].[Na+] (sodium methoxide), CN(C1=C2C=CC=NC2=C(C(=N1)C(=O)OC)OS(=O)(=O)C1=CC=C(C=C1)C)S(=O)(=O)CC (methyl 5-[methyl(ethylsulfonyl)amino]-8-{[(4-methylphenyl)sulfonyl]oxy}-1,6-naphthyridine-7-carboxylate), O (water), C(C)(=O)O (acetic acid). As a reaction SMILES: [CH3:24][NH2:25].[CH3:33][N:34]([CH3:35])[c:36]1[cH:37][cH:38][n:39][cH:40][cH:41]1.[Cl:1][c:2]1[c:3](-[n:11]2[n:12][cH:13][c:14]([C:19](=[O:20])[O:21][CH2:22][CH3:23])[c:15]2[CH:16]2[CH2:17][CH2:18]2)[cH:4][c:5]([C:8](=[O:9])[OH:10])[cH:6][cH:7]1.[Cl:30][CH2:31][Cl:32].[S:26]([Cl:27])([Cl:28])=[O:29]>>[Cl:1][c:2]1[c:3](-[n:11]2[n:12][cH:13][c:14]([C:19](=[O:20])[O:21][CH2:22][CH3:23])[c:15]2[CH:16]2[CH2:17][CH2:18]2)[cH:4][c:5]([C:8](=[O:10])[NH:25][CH3:24])[cH:6][cH:7]1. The product is CCOC(=O)c1cnn(-c2cc(C(=O)NC)ccc2Cl)c1C1CC1. The reactants are CN, CN(C)c1ccncc1, CCOC(=O)c1cnn(-c2cc(C(=O)O)ccc2Cl)c1C1CC1, ClCCl, O=S(Cl)Cl.